Dataset: the Open Reaction Database (ORD), a public repository of structured organic reaction records. Task: describe an organic reaction: reactants, conditions, products, and yield The reactants are OCCN1CCOCC1 (N-(2-hydroxyethyl)morpholine), O=CC1=CC(OC)=C(O)C=C1 (vanillin). Yields the product N1(CCOCC1)CCOC1=CC=C(C=O)C=C1 (4-[2-(4-Morpholinyl)-ethoxy]-benzaldehyde). As a reaction SMILES: [OH:1][CH2:2][CH2:3][N:4]1[CH2:9][CH2:8][O:7][CH2:6][CH2:5]1.[O:10]=[CH:11][C:12]1[CH:20]=[CH:19][C:17](O)=[C:14](OC)[CH:13]=1>>[N:4]1([CH2:3][CH2:2][O:1][C:17]2[CH:19]=[CH:20][C:12]([CH:11]=[O:10])=[CH:13][CH:14]=2)[CH2:9][CH2:8][O:7][CH2:6][CH2:5]1. Reported procedure: 4-[2-(4-Morpholinyl)-ethoxy]-benzaldehyde was prepared from N-(2-hydroxyethyl)morpholine (Aldrich) and vanillin (Aldrich) by method H above. The solvent is C(=O)O (formic acid). Reported procedure: A mixture of 5.8 g of ethyl 5-(formylamino)-5,8-dihydro-8-oxo-1,3-dioxolo[4,5-g]-quinoline-7-carboxylate (Example 3) and 100 ml of 97% formic acid was heated at reflux under a Dean-Stark separator for about eight hours. The reaction mixture was then distilled to remove 30 ml of volatiles, cooled and stirred to induce crystallization of product. The latter was collected by filtration and washed with absolute alcohol and ether to give 2.3 g of 5-(formylamino)-5,8-dihydro-8-oxo-1,3-dioxolo[4,5-g]qu... Product: C(=O)NN1C=C(C(C=2C=C3C(=CC12)OCO3)=O)C(=O)O (5-(formylamino)-5,8-dihydro-8-oxo-1,3-dioxolo[4,5-g]quinoline-7-carboxylic acid). Reaction SMILES: [CH:1]([NH:3][N:4]1[C:13]2[CH:12]=[C:11]3[O:14][CH2:15][O:16][C:10]3=[CH:9][C:8]=2[C:7](=[O:17])[C:6]([C:18]([O:20]CC)=[O:19])=[CH:5]1)=[O:2]>C(O)=O>[CH:1]([NH:3][N:4]1[C:13]2[CH:12]=[C:11]3[O:14][CH2:15][O:16][C:10]3=[CH:9][C:8]=2[C:7](=[O:17])[C:6]([C:18]([OH:20])=[O:19])=[CH:5]1)=[O:2]. The yield is 43.7%. Starting materials: C(=O)NN1C=C(C(C=2C=C3C(=CC12)OCO3)=O)C(=O)OCC (ethyl 5-(formylamino)-5,8-dihydro-8-oxo-1,3-dioxolo[4,5-g]quinoline-7-carboxylate). Reactants: C(C1=CC=CC=C1)OC(=O)N[C@@H](CC(N)=O)C(=O)O (benzyloxycarbonylasparagine), C(C)N1CCCCC1 (N-ethylpiperidine), C(C(C)(C)C)(=O)Cl (pivaloylchloride), COC([C@@H](N)CC1=CC=CC=C1)=O (phenylalanine methyl ester), Cl (hydrochloride), C(C)N1CCCCC1 (N-ethylpiperidine). Run in ClCCl (dichloromethane), N1=CC=CC=C1 (pyridine), ClCCl (dichlormethane). Reaction conditions: temperature 0 celsius, time 2.5 minute. Yields the product COC([C@@H](NC([C@@H](NC(=O)OCC1=CC=CC=C1)CC(N)=O)=O)CC1=CC=CC=C1)=O (Benzyloxycarbonylasparaginyl-phenylalanine methylester). The yield is 68.0%. RXN SMILES: [CH2:1]([O:8][C:9]([NH:11][C@H:12]([C:17]([OH:19])=O)[CH2:13][C:14](=[O:16])[NH2:15])=[O:10])[C:2]1[CH:7]=[CH:6][CH:5]=[CH:4][CH:3]=1.C(N1CCCCC1)C.C(Cl)(=O)C(C)(C)C.[CH3:35][O:36][C:37](=[O:47])[C@H:38]([CH2:40][C:41]1[CH:46]=[CH:45][CH:44]=[CH:43][CH:42]=1)[NH2:39].Cl>ClCCl.N1C=CC=CC=1>[CH3:35][O:36][C:37](=[O:47])[C@H:38]([CH2:40][C:41]1[CH:46]=[CH:45][CH:44]=[CH:43][CH:42]=1)[NH:39][C:17](=[O:19])[C@H:12]([CH2:13][C:14](=[O:16])[NH2:15])[NH:11][C:9]([O:8][CH2:1][C:2]1[CH:3]=[CH:4][CH:5]=[CH:6][CH:7]=1)=[O:10]. Procedure: A solution of benzyloxycarbonylasparagine (13.3 g; 50 mmoles), N-ethylpiperidine (7.0 ml) and pyridine (5.0 ml) in dichloromethane (100 ml) cooled to -20° C. is treated under constant stirring with pivaloylchloride (6.3 ml); the mixture is then stirred and cooled (0° C.) for 8 minutes. After that, within 2 to 3 minutes, a solution of phenylalanine methyl ester, liberated from its hydrochloride (10.7 g; 50 mmoles) by the addition of N-ethylpiperidine (7.0 ml), in dichlormethane (100 ml) is added.... Reactants: C(C)OC(=O)C=1C(=NOC1C1CC1)C1=CC=CC=C1 (5-cyclopropyl-3-phenyl-isoxazole-4-carboxylic acid ethyl ester), [OH-].[Na+] (sodium hydroxide). The solvent is C(C)O (ethanol). Conditions: temperature 80 celsius, time 3 hour. Product: C1(CC1)C1=C(C(=NO1)C1=CC=CC=C1)C(=O)O (5-Cyclopropyl-3-phenyl-isoxazole-4-carboxylic acid). As a reaction SMILES: C([O:3][C:4]([C:6]1[C:7]([C:14]2[CH:19]=[CH:18][CH:17]=[CH:16][CH:15]=2)=[N:8][O:9][C:10]=1[CH:11]1[CH2:13][CH2:12]1)=[O:5])C.[OH-].[Na+]>C(O)C>[CH:11]1([C:10]2[O:9][N:8]=[C:7]([C:14]3[CH:15]=[CH:16][CH:17]=[CH:18][CH:19]=3)[C:6]=2[C:4]([OH:5])=[O:3])[CH2:12][CH2:13]1 |f:1.2|. Procedure: To a solution of 5-cyclopropyl-3-phenyl-isoxazole-4-carboxylic acid ethyl ester (408 mg, 1.58 mmol) in ethanol (4 ml) was added aqueous sodium hydroxide (1 N, 3.17 ml, 3.17 mmol) and the mixture was stirred for 3 h at 80° C. The ethanol was distilled off and the residue diluted with water (5 ml) and acified with aqueous HCl (1N) to pH=1. The resulting suspension was filtered off and washed with water affording the title compound (314 mg, 86%) as a white solid. MS: m/e=230.3[M+H]+. The reactants are O=C([O-])[O-], CCn1c(CO)cnc1S, [K+], [K+], O=N[O-], [Na+], O, O=[N+]([O-])O. Yields the product CCn1cncc1CO. RXN SMILES: [C:19](=[O:20])([O-:21])[O-:22].[CH2:9]([CH3:10])[n:11]1[c:12]([SH:18])[n:13][cH:14][c:15]1[CH2:16][OH:17].[K+:23].[K+:24].[N:5]([O-:6])=[O:7].[Na+:8].[OH2:25].[OH:1][N+:2](=[O:3])[O-:4]>>[CH2:9]([CH3:10])[n:11]1[cH:12][n:13][cH:14][c:15]1[CH2:16][OH:17]. The reactants are CC(=O)Br, [F-], [K+], CN(C)C=O, O=P(O)(c1ccccc1)c1ccccc1. Yields the product CC(=O)OP(=O)(c1ccccc1)c1ccccc1. RXN SMILES: [Br:1][C:2](=[O:3])[CH3:4].[F-:20].[K+:21].[O:22]=[CH:23][N:24]([CH3:25])[CH3:26].[OH:5][P:6](=[O:7])([c:8]1[cH:9][cH:10][cH:11][cH:12][cH:13]1)[c:14]1[cH:15][cH:16][cH:17][cH:18][cH:19]1>>[C:2](=[O:3])([CH3:4])[O:5][P:6](=[O:7])([c:8]1[cH:9][cH:10][cH:11][cH:12][cH:13]1)[c:14]1[cH:15][cH:16][cH:17][cH:18][cH:19]1.